From a dataset of the Open Reaction Database (ORD), a public repository of structured organic reaction records. describe an organic reaction: reactants, conditions, products, and yield The reactants are CC1Cc2ccccc2C(c2ccc(Br)cc2)N1, ClCCl, N#Cc1ccc(N=C=O)cc1. The product is CC1Cc2ccccc2C(c2ccc(Br)cc2)N1C(=O)Nc1ccc(C#N)cc1. RXN SMILES: [Br:1][c:2]1[cH:3][cH:4][c:5]([CH:8]2[NH:9][CH:10]([CH3:18])[CH2:11][c:12]3[cH:13][cH:14][cH:15][cH:16][c:17]32)[cH:6][cH:7]1.[Cl:30][CH2:31][Cl:32].[N:19](=[C:20]=[O:21])[c:22]1[cH:23][cH:24][c:25]([C:26]#[N:27])[cH:28][cH:29]1>>[Br:1][c:2]1[cH:3][cH:4][c:5]([CH:8]2[N:9]([C:20]([NH:19][c:22]3[cH:23][cH:24][c:25]([C:26]#[N:27])[cH:28][cH:29]3)=[O:21])[CH:10]([CH3:18])[CH2:11][c:12]3[cH:13][cH:14][cH:15][cH:16][c:17]32)[cH:6][cH:7]1. Reactants: O=C1NC2=CC=C(C=C2C12CCN(CC2)C(\C=C\C2=C(C=CC=C2)C(F)(F)F)=O)C(=O)OC ((E)-methyl 2-oxo-1′-(3-(2-(trifluoromethyl)phenyl)acryloyl)spiro[indoline-3,4′-piperidine]-5-carboxylate), [H-].[Na+] (NaH), ice water, CI (Methyl iodide). Solvent: C1CCOC1 (THF), C1CCOC1 (THF). Run at time 30 minute. Yields the product CN1C(C2(CCN(CC2)C(\C=C\C2=C(C=CC=C2)C(F)(F)F)=O)C2=CC(=CC=C12)C(=O)OC)=O ((E)-methyl 1-methyl-2-oxo-1′-(3-(2-(trifluoromethyl)phenyl)acryloyl)spiro[indoline-3,4′-piperidine]-5-carboxylate). Isolated yield 57.7%. As a reaction SMILES: [O:1]=[C:2]1[C:10]2([CH2:15][CH2:14][N:13]([C:16](=[O:29])/[CH:17]=[CH:18]/[C:19]3[CH:24]=[CH:23][CH:22]=[CH:21][C:20]=3[C:25]([F:28])([F:27])[F:26])[CH2:12][CH2:11]2)[C:9]2[C:4](=[CH:5][CH:6]=[C:7]([C:30]([O:32][CH3:33])=[O:31])[CH:8]=2)[NH:3]1.[H-].[Na+].[CH3:36]I>C1COCC1>[CH3:36][N:3]1[C:4]2[C:9](=[CH:8][C:7]([C:30]([O:32][CH3:33])=[O:31])=[CH:6][CH:5]=2)[C:10]2([CH2:15][CH2:14][N:13]([C:16](=[O:29])/[CH:17]=[CH:18]/[C:19]3[CH:24]=[CH:23][CH:22]=[CH:21][C:20]=3[C:25]([F:26])([F:27])[F:28])[CH2:12][CH2:11]2)[C:2]1=[O:1] |f:1.2|. Reported procedure: A solution of (E)-methyl 2-oxo-1′-(3-(2-(trifluoromethyl)phenyl)acryloyl)spiro[indoline-3,4′-piperidine]-5-carboxylate (150 mg, 0.33 mmol) in THF (3 mL) was added to a suspension of NaH (27 mg, 0.66 mmol) in THF at 0° C. and stirred for 30 min at the same temperature. Methyl iodide (58 mg, 0.41 mmol) was added to the above mixture. The reaction mixture was stirred at rt for 2 h. The reaction mixture was poured into ice water and extracted with EtOAc (2×50 mL). The combined organic phases were dr... Reactants: O=C1NC2=C(OC[C@@H]1NC(OC(C)(C)C)=O)C=CC=C2 ((S)-tert-butyl 4-oxo-2,3,4,5-tetrahydrobenzo[b][1,4]oxazepin-3-ylcarbamate), crude product, NC1=C(OC[C@@H](C(=O)O)NC(=O)OC(C)(C)C)C(=CC=C1)C(=O)OC ((S)-3-(2-amino-6-(methoxycarbonyl)phenoxy)-2-(tert-butoxycarbonylamino)propanoic acid). The product is C[C@@H]1[C@@H](C(NC2=C(O1)C=CC=C2)=O)NC(OC(C)(C)C)=O (tert-Butyl (2R,3S)-2-methyl-4-oxo-2,3,4,5-tetrahydrobenzo[b][1,4]oxazepin-3-ylcarbamate). Yield: 46.0%. RXN SMILES: [O:1]=[C:2]1[C@@H:8]([NH:9][C:10](=[O:16])[O:11][C:12]([CH3:15])([CH3:14])[CH3:13])[CH2:7][O:6][C:5]2[CH:17]=[CH:18][CH:19]=[CH:20][C:4]=2[NH:3]1.N[C:22]1C=CC=C(C(OC)=O)C=1OC[C@H](NC(OC(C)(C)C)=O)C(O)=O>>[CH3:22][C@H:7]1[O:6][C:5]2[CH:17]=[CH:18][CH:19]=[CH:20][C:4]=2[NH:3][C:2](=[O:1])[C@H:8]1[NH:9][C:10](=[O:16])[O:11][C:12]([CH3:15])([CH3:14])[CH3:13]. Procedure details: In a similar manner to that described for the preparation of (S)-tert-butyl 4-oxo-2,3,4,5-tetrahydrobenzo[b][1,4]oxazepin-3-ylcarbamate except the crude product was purified by silica gel chromatography, (S)-3-(2-amino-6-(methoxycarbonyl)phenoxy)-2-(tert-butoxycarbonylamino)propanoic acid (1.5 g, 4.83 mmol) was converted to the title compound (0.65 g, 46%) as a white solid. The reactants are NC1=C(C=CC=C1)SC(C(C(=O)N)O)C1=CC=C(C=C1)OC (3-(2-aminophenylthio)-2-hydroxy-3-(4-methoxyphenyl)propionamide), (2R,3S)-3-(4-methoxyphenyl)glycidamide, C=1(C(=CC=CC1)C)C (xylene), NC1=C(C=CC=C1)S (2-aminothiophenol), iron sulfate·heptahydrate. Solvent: O (water), C(C)O (ethanol), CO (methanol). The product is NC1=C(C=CC=C1)S[C@H]([C@H](C(=O)N)O)C1=CC=C(C=C1)OC ((2S,3S)-3-(2-aminophenylthio)-2-hydroxy-3-(4-methoxyphenyl)propioamide). Yield: 31.2%. Reaction SMILES: C1(C)C(C)=CC=CC=1.NC1C=CC=CC=1S.[NH2:17][C:18]1[CH:23]=[CH:22][CH:21]=[CH:20][C:19]=1[S:24][CH:25]([C:31]1[CH:36]=[CH:35][C:34]([O:37][CH3:38])=[CH:33][CH:32]=1)[CH:26]([OH:30])[C:27]([NH2:29])=[O:28]>CO.C(O)C.O>[NH2:17][C:18]1[CH:23]=[CH:22][CH:21]=[CH:20][C:19]=1[S:24][C@@H:25]([C:31]1[CH:32]=[CH:33][C:34]([O:37][CH3:38])=[CH:35][CH:36]=1)[C@@H:26]([OH:30])[C:27]([NH2:29])=[O:28]. Reported procedure: A mixture of (2R,3S)-3-(4-methoxyphenyl)glycidamide (1.93 g) and xylene (15 ml) is refluxed under nitrogen atmosphere. To the reaction solution is added a solution of 2-aminothiophenol (1.38 g) and iron sulfate·heptahydrate (0.28 mg) in methanol (0.2 ml) immediately after the refluxing starts. After reaction at the same temperature for 5 minutes, the reaction solution is cooled to room temperature. The reaction solution is subjected to HPLC analysis to confirm the production of 3-(2-aminophenylt... The reactants are [Na+].[I-] (NaI), F[B-](F)(F)F.FS(C1=CC=C(C=C1)[N+]#N)(F)(F)(F)F (4-(Pentafluorosulfanyl)benzenediazonium Tetrafluoroborate), C1(=CC=CC=C1)OC (anisole), C(=O)([O-])[O-].[Na+].[Na+] (Na2CO3). Solvent: CC#N (CH3CN). Yields the product IC1=CC=C(C=C1)S(F)(F)(F)(F)F (1-Iodo-4-(pentafluorosulfanyl)benzene), COC1=C(C=CC=C1)C1=CC=C(C=C1)S(F)(F)(F)(F)F (2-methoxy-4′-(pentafluorosulfanyl)biphenyl), COC=1C=C(C=CC1)C1=CC=C(C=C1)S(F)(F)(F)(F)F (3-methoxy-4′-(pentafluorosulfanyl) biphenyl). The yield is 1.0%. RXN SMILES: [Na+].[I-:2].F[B-](F)(F)F.[F:8][S:9]([F:21])([F:20])([F:19])([F:18])[C:10]1[CH:15]=[CH:14][C:13]([N+]#N)=[CH:12][CH:11]=1.[C:22]1([O:28][CH3:29])[CH:27]=[CH:26][CH:25]=[CH:24][CH:23]=1.C([O-])([O-])=O.[Na+].[Na+]>CC#N>[I:2][C:13]1[CH:14]=[CH:15][C:10]([S:9]([F:21])([F:20])([F:19])([F:18])[F:8])=[CH:11][CH:12]=1.[CH3:29][O:28][C:22]1[CH:27]=[CH:26][CH:25]=[CH:24][C:23]=1[C:13]1[CH:14]=[CH:15][C:10]([S:9]([F:21])([F:20])([F:19])([F:18])[F:8])=[CH:11][CH:12]=1.[CH3:29][O:28][C:22]1[CH:23]=[C:24]([C:13]2[CH:14]=[CH:15][C:10]([S:9]([F:21])([F:20])([F:19])([F:18])[F:8])=[CH:11][CH:12]=2)[CH:25]=[CH:26][CH:27]=1 |f:0.1,2.3,5.6.7|. Procedure details: NaI (22.0 mg, 0.147 mmol) was added portion-wise to a solution of 1 (31.0 mg, 0.0974 mmol) and anisole (96.0 mg, 0.888 mmol) in CH3CN (53.5 mg). The reaction mixture was neutralized with Na2CO3 and filtered through Celite 545 using hexane. The solvent was evaporated to give a pale yellow oil, Silica column chromatography with hexane afforded 25b (15.3 mg, 48%), 2-methoxy-4′-(pentafluorosulfanyl)biphenyl as colorless crystals (4.0 mg, 13%), 3-methoxy-4′-(pentafluorosulfanyl) biphenyl as a colorle... The reactants are C1CCOC1, C[Mg]Cl, [Cl-], ClCCl, CC(=O)c1nnc2ccc(-c3c(-c4ccc(F)cc4F)nc4occn34)nn12, [NH4+]. Product: CC(C)(O)c1nnc2ccc(-c3c(-c4ccc(F)cc4F)nc4occn34)nn12. As a reaction SMILES: [CH2:29]1[O:30][CH2:31][CH2:32][CH2:33]1.[CH3:34][Mg:35][Cl:36].[Cl-:37].[Cl:39][CH2:40][Cl:41].[F:1][c:2]1[c:3](-[c:9]2[n:10][c:11]3[o:12][cH:13][cH:14][n:15]3[c:16]2-[c:17]2[cH:18][cH:19][c:20]3[n:21]([n:22]2)[c:23]([C:26]([CH3:27])=[O:28])[n:24][n:25]3)[cH:4][cH:5][c:6]([F:8])[cH:7]1.[NH4+:38]>>[F:1][c:2]1[c:3](-[c:9]2[n:10][c:11]3[o:12][cH:13][cH:14][n:15]3[c:16]2-[c:17]2[cH:18][cH:19][c:20]3[n:21]([n:22]2)[c:23]([C:26]([CH3:27])([OH:28])[CH3:29])[n:24][n:25]3)[cH:4][cH:5][c:6]([F:8])[cH:7]1. Reactants: C(C)(C)(C)OC(=O)C=1C(=CC=CC1)C1=C(C=C(C=C1)CN1C(=NC(=C1C=O)Br)OCCC)F (4′-(4-Bromo-5-formyl-2-propoxyimidazol-1-ylmethyl)-2′-fluorobiphenyl-2-carboxylic acid t-butyl ester), Cl.NO (hydroxylamine hydrochloride), N1=CC=CC=C1 (pyridine). Yield: 91.8%. Reaction conditions: time 8 hour. As a reaction SMILES: [C:1]([O:5][C:6]([C:8]1[C:9]([C:14]2[CH:19]=[CH:18][C:17]([CH2:20][N:21]3[C:25]([CH:26]=O)=[C:24]([Br:28])[N:23]=[C:22]3[O:29][CH2:30][CH2:31][CH3:32])=[CH:16][C:15]=2[F:33])=[CH:10][CH:11]=[CH:12][CH:13]=1)=[O:7])([CH3:4])([CH3:3])[CH3:2].Cl.[NH2:35][OH:36].N1C=CC=CC=1>O>[C:1]([O:5][C:6]([C:8]1[C:9]([C:14]2[CH:19]=[CH:18][C:17]([CH2:20][N:21]3[C:25]([CH:26]=[N:35][OH:36])=[C:24]([Br:28])[N:23]=[C:22]3[O:29][CH2:30][CH2:31][CH3:32])=[CH:16][C:15]=2[F:33])=[CH:10][CH:11]=[CH:12][CH:13]=1)=[O:7])([CH3:2])([CH3:4])[CH3:3] |f:1.2|. Product: C(C)(C)(C)OC(=O)C=1C(=CC=CC1)C1=C(C=C(C=C1)CN1C(=NC(=C1C=NO)Br)OCCC)F (4′-[4-Bromo-5-(hydroxyiminomethyl)-2-propoxyimidazol-1-ylmethyl]-2′-fluoro-biphenyl-2-carboxylic acid t-butyl ester). Reported procedure: Compound A (4.7 g, 9.0 mmol), hydroxylamine hydrochloride (943 mg, 13.6 mmol), pyridine (60 mL, 740 mmol), and water (30 mL, 1.7 mol) were combined and stirred at room temperature overnight. Additional water (30 mL) was added, and the solids were filtered, washed with water, and dried to yield compound B (4.4 g) as a white solid, which was used without further purification. Run in O (water), O (water). Product: C(C)N(CC#CC(CCCCN1C(=O)N(C=2N=CN(C2C1=O)CCC)C)(C)O)CC (1-(8-Diethylamino-5-hydroxy-5-methyl-6-octynyl)-3-methyl-7-propylxanthine). Procedure details: 32.4 ml (52 mmol) of a 1.6 M solution of n-butyllithium in n-hexane was added dropwise in 30 minutes to 5.8 g (52 mmol) of N,N-diethyl-2-propynylamine from stage C1) dissolved in 40 ml of tetrahydrofuran at between -60° C. and -65° C. The mixture was stirred at -70° C. for one hour and then warmed to room temperature, and a solution of 12.3 g (40 mmol) of 3-methyl-1-(5-oxohexyl)-7-propylxanthine in 60 ml of tetrahydrofuran was added dropwise over the course of 20 minutes, during which the temper... Solvent: O1CCCC1 (tetrahydrofuran), O1CCCC1 (tetrahydrofuran), CCCCCC (n-hexane). Starting materials: CN1C(N(C(C=2N(C=NC12)CCC)=O)CCCCC(C)=O)=O (3-methyl-1-(5-oxohexyl)-7-propylxanthine), Cl (hydrochloric acid), solution, C(CCC)[Li] (n-butyllithium), C(C)N(CC)CC#C (N,N-diethyl-2-propynylamine). Reaction SMILES: C([Li])CCC.[CH2:6]([N:8]([CH2:11][C:12]#[CH:13])[CH2:9][CH3:10])[CH3:7].[CH3:14][N:15]1[C:23]2[N:22]=[CH:21][N:20]([CH2:24][CH2:25][CH3:26])[C:19]=2[C:18](=[O:27])[N:17]([CH2:28][CH2:29][CH2:30][CH2:31][C:32](=[O:34])[CH3:33])[C:16]1=[O:35].Cl>CCCCCC.O1CCCC1>[CH2:6]([N:8]([CH2:9][CH3:10])[CH2:11][C:12]#[C:13][C:32]([OH:34])([CH3:33])[CH2:31][CH2:30][CH2:29][CH2:28][N:17]1[C:18](=[O:27])[C:19]2[N:20]([CH2:24][CH2:25][CH3:26])[CH:21]=[N:22][C:23]=2[N:15]([CH3:14])[C:16]1=[O:35])[CH3:7]. Conditions: temperature -70 celsius, time 1 hour.